This data is from the Open Reaction Database (ORD), a public repository of structured organic reaction records. The task is: describe an organic reaction: reactants, conditions, products, and yield RXN SMILES: [C:1]([c:2]1[cH:3][cH:4][cH:5][cH:6][cH:7]1)(=[O:8])[Cl:9].[NH2:10][CH2:11][CH:12]1[CH:13]([OH:27])[CH2:14][CH:15]([n:17]2[c:18](=[O:19])[nH:20][c:21](=[O:22])[c:23]([CH2:25][CH3:26])[cH:24]2)[O:16]1.[Na+:29].[OH-:28]>>[C:1]([c:2]1[cH:3][cH:4][cH:5][cH:6][cH:7]1)(=[O:8])[NH:10][CH2:11][CH:12]1[CH:13]([OH:27])[CH2:14][CH:15]([n:17]2[c:18](=[O:19])[nH:20][c:21](=[O:22])[c:23]([CH2:25][CH3:26])[cH:24]2)[O:16]1. The product is CCc1cn(C2CC(O)C(CNC(=O)c3ccccc3)O2)c(=O)[nH]c1=O. The reactants are O=C(Cl)c1ccccc1, CCc1cn(C2CC(O)C(CN)O2)c(=O)[nH]c1=O, [Na+], [OH-]. The yield is 72.6%. Run in C(C)O (ethanol), O (water). Product: CC1=C(OC2=C(C(=CC=C2C1=O)OCC=C)C(C=CC1=CC=CC=C1)=O)C1=CC=CC=C1 (1-[3-Methyl-7-(Allyloxy)Flavon-8-yl]-3-Phenyl-Propen-1-one). Starting materials: [OH-].[K+] (KOH), C(C=C)OC1=CC=C2C(C(=C(OC2=C1C(C)=O)C1=CC=CC=C1)C)=O (7-allyloxy-8-acetyl -3-methylflavone), C(C1=CC=CC=C1)=O (benzaldehyde). As a reaction SMILES: [OH-].[K+].[CH2:3]([O:6][C:7]1[C:16]([C:17](=[O:19])[CH3:18])=[C:15]2[C:10]([C:11](=[O:27])[C:12]([CH3:26])=[C:13]([C:20]3[CH:25]=[CH:24][CH:23]=[CH:22][CH:21]=3)[O:14]2)=[CH:9][CH:8]=1)[CH:4]=[CH2:5].[CH:28](=O)[C:29]1[CH:34]=[CH:33][CH:32]=[CH:31][CH:30]=1>C(O)C.O>[CH3:26][C:12]1[C:11](=[O:27])[C:10]2[C:15](=[C:16]([C:17](=[O:19])[CH:18]=[CH:28][C:29]3[CH:34]=[CH:33][CH:32]=[CH:31][CH:30]=3)[C:7]([O:6][CH2:3][CH:4]=[CH2:5])=[CH:8][CH:9]=2)[O:14][C:13]=1[C:20]1[CH:21]=[CH:22][CH:23]=[CH:24][CH:25]=1 |f:0.1|. Reported procedure: A solution of KOH 50% (3 ml) is added to an equimolar solution of 7-allyloxy-8-acetyl -3-methylflavone (2.5 g, 0.0075 mol) and benzaldehyde (0.8 g, 0.0075 mol) in ethanol 95%; the addition is performed under energetic stirring at room temperature. The reaction is left under stirring for one night and then diluted with water and acidified; the precipitate is separated by filtration and dried under vacuum. The compound is crystallized by methanol to give 2.3 g of product m.p. 145-47° C., 1H-NMR (C... The reactants are N1=C(Cl)N=C(Cl)N=C1Cl (cyanuric chloride), NC1=CC=C(OCC(COC2=CC=C(C=C2)N)(COC2=CC=C(C=C2)N)COC2=CC=C(C=C2)N)C=C1 (1,3-bis(4-aminophenoxy)-2,2-bis[(4-aminophenoxy)methyl]propane), O (water), C(CCCCCCC)N (Octylamine). Run in O1CCCC1 (tetrahydrofuran), O1CCCC1 (tetrahydrofuran). Yields the product C(CCCCCCC)NC1=NC(=NC(=N1)NCCCCCCCC)NC1=CC=C(OCC(COC2=CC=C(C=C2)NC2=NC(=NC(=N2)NCCCCCCCC)NCCCCCCCC)(COC2=CC=C(C=C2)NC2=NC(=NC(=N2)NCCCCCCCC)NCCCCCCCC)COC2=CC=C(C=C2)NC2=NC(=NC(=N2)NCCCCCCCC)NCCCCCCCC)C=C1 (tetrakis[(4-[N-[4,6-bis(N-octylamino)-1,3,5-triazin-2-yl]amino]phenoxy)methyl]methane). Yield: 70.8%. RXN SMILES: [N:1]1[C:8](Cl)=[N:7][C:5](Cl)=[N:4][C:2]=1Cl.[NH2:10][C:11]1[CH:46]=[CH:45][C:14]([O:15][CH2:16][C:17]([CH2:36][O:37][C:38]2[CH:43]=[CH:42][C:41]([NH2:44])=[CH:40][CH:39]=2)([CH2:27][O:28][C:29]2[CH:34]=[CH:33][C:32]([NH2:35])=[CH:31][CH:30]=2)[CH2:18][O:19][C:20]2[CH:25]=[CH:24][C:23]([NH2:26])=[CH:22][CH:21]=2)=[CH:13][CH:12]=1.[CH2:47]([NH2:55])[CH2:48][CH2:49][CH2:50][CH2:51][CH2:52][CH2:53][CH3:54].O>O1CCCC1>[CH2:47]([NH:55][C:2]1[N:4]=[C:5]([NH:55][CH2:47][CH2:48][CH2:49][CH2:50][CH2:51][CH2:52][CH2:53][CH3:54])[N:7]=[C:8]([NH:44][C:41]2[CH:40]=[CH:39][C:38]([O:37][CH2:36][C:17]([CH2:18][O:19][C:20]3[CH:21]=[CH:22][C:23]([NH:26][C:2]4[N:4]=[C:5]([NH:55][CH2:47][CH2:48][CH2:49][CH2:50][CH2:51][CH2:52][CH2:53][CH3:54])[N:7]=[C:8]([NH:55][CH2:47][CH2:48][CH2:49][CH2:50][CH2:51][CH2:52][CH2:53][CH3:54])[N:1]=4)=[CH:24][CH:25]=3)([CH2:27][O:28][C:29]3[CH:34]=[CH:33][C:32]([NH:35][C:2]4[N:4]=[C:5]([NH:55][CH2:47][CH2:48][CH2:49][CH2:50][CH2:51][CH2:52][CH2:53][CH3:54])[N:7]=[C:8]([NH:55][CH2:47][CH2:48][CH2:49][CH2:50][CH2:51][CH2:52][CH2:53][CH3:54])[N:1]=4)=[CH:31][CH:30]=3)[CH2:16][O:15][C:14]3[CH:13]=[CH:12][C:11]([NH:10][C:2]4[N:4]=[C:5]([NH:55][CH2:47][CH2:48][CH2:49][CH2:50][CH2:51][CH2:52][CH2:53][CH3:54])[N:7]=[C:8]([NH:55][CH2:47][CH2:48][CH2:49][CH2:50][CH2:51][CH2:52][CH2:53][CH3:54])[N:1]=4)=[CH:46][CH:45]=3)=[CH:43][CH:42]=2)[N:1]=1)[CH2:48][CH2:49][CH2:50][CH2:51][CH2:52][CH2:53][CH3:54]. Procedure: A solution of cyanuric chloride (36.9 grams, 200 mmol; obtained from Aldrich Chemical Co., Milwaukee, Wis.) in 100 milliliters of dry tetrahydrofuran was added dropwise to a solution of 1,3-bis(4-aminophenoxy)-2,2-bis[(4-aminophenoxy)methyl]propane (25 grams, 50.0 mmol, prepared as described in Part C of Example I) in 500 milliliters of dry tetrahydrofuran at −78° C. The mixture was stirred and allowed to warm up to room temperature for 2 hours. Octylamine (165 milliliters, 1.00 mol; obtained fr... Starting materials: CC1=NC2=CC=C(C=C2N=C1)[N+](=O)[O-] (2-methyl-6-nitroquinoxaline), [BH4-].[Na+] (Sodium borohydride), [N+](=O)([O-])C1=CC(=C(C=C1)N)N (4-nitro-1,2-diaminobenzene), CC(=O)C=O (methyl glyoxal). Run in C(C)(=O)O (acetic acid), O (water). Yields the product CC1NC2=CC=C(C=C2NC1)[N+](=O)[O-] (1,2,3,4-tetrahydro-2-methyl-6-nitroquinoxaline). Reaction SMILES: [CH3:1][C:2]1[CH:11]=[N:10][C:9]2[C:4](=[CH:5][CH:6]=[C:7]([N+:12]([O-:14])=[O:13])[CH:8]=2)[N:3]=1.[N+](C1C=CC(N)=C(N)C=1)([O-])=O.CC(C=O)=O.[BH4-].[Na+]>C(O)(=O)C.O>[CH3:1][CH:2]1[CH2:11][NH:10][C:9]2[C:4](=[CH:5][CH:6]=[C:7]([N+:12]([O-:14])=[O:13])[CH:8]=2)[NH:3]1 |f:3.4|. Procedure details: 1 g 2-methyl-6-nitroquinoxaline synthesized by the method described in Coll. Czech. Chem. Comm. 30, 3106 (1965) from 4-nitro-1,2-diaminobenzene by reaction with methyl glyoxal was dissolved in 30 ml acetic acid. Sodium borohydride was added to this solution in small portions at +5° C. until the starting compound could no longer be detected in the solution by thin-layer chromatography. The solution was then diluted with 200 ml water and extracted twice with chloroform. The organic phase was washe... Reactants: FC1=C(C(=CC=C1)O)NC(C)=O (N-(2-fluoro-6-hydroxyphenyl)acetamide), C([O-])([O-])=O.[K+].[K+] (potassium carbonate), CN(C)C=O (DMF), NC1=C(C=CC=C1F)O (2-amino-3-fluorophenol), NC1=C(C=CC=C1F)O (2-amino-3-fluorophenol). The solvent is C(C)(=O)OCC (ethyl acetate), O (Water), O.CO (water methanol). Conditions: temperature 70 celsius, time 3 hour. Yields the product FC1=C(C(=CC=C1)OCC1OC1)NC(C)=O (N-[2-Fluoro-6-(2-oxiranylmethoxy)phenyl]acetamide). Isolated yield 45.8%. Reaction SMILES: N[C:2]1[C:7](F)=CC=C[C:3]=1[OH:9].[F:10][C:11]1[CH:16]=[CH:15][CH:14]=[C:13]([OH:17])[C:12]=1[NH:18][C:19](=[O:21])[CH3:20].C(=O)([O-])[O-].[K+].[K+].CN(C=O)C>O.CO.C(OCC)(=O)C.O>[F:10][C:11]1[CH:16]=[CH:15][CH:14]=[C:13]([O:17][CH2:7][CH:2]2[CH2:3][O:9]2)[C:12]=1[NH:18][C:19](=[O:21])[CH3:20] |f:2.3.4,6.7|. Reported procedure: To a stirred solution of 2-amino-3-fluorophenol (300 mg, 2.36 mmol) in water-methanol (10 ml) acetic acid anhydride was added until all 2-amino-3-fluorophenol was consumed. The solution was concentrated to a residue of N-(2-fluoro-6-hydroxyphenyl) acetamide. To a mixture of N-(2-fluoro-6-hydroxyphenyl)acetamide (399 mg, 2.366 mmol) and potassium carbonate (652 mg, 4.72 mmol) in DMF (5 ml) epibromohydrin (388 mg, 2.8 mmol) was added and the mixture was stirred at 70° C. for 3 hr. Water and ethyl ... Starting materials: C=CCOC1OC(C)C(OCc2ccccc2)C(OCc2ccccc2)C1OC(=O)CCC(C)=O, C1CCOC1. Yields the product CC(=O)CCC(=O)OC1C(O)OC(C)C(OCc2ccccc2)C1OCc1ccccc1. RXN SMILES: [CH2:1]([c:2]1[cH:3][cH:4][cH:5][cH:6][cH:7]1)[O:8][CH:9]1[CH:10]([O:28][C:29]([CH2:30][CH2:31][C:32](=[O:33])[CH3:34])=[O:35])[CH:11]([O:12][CH2:13][CH:14]=[CH2:15])[O:16][CH:17]([CH3:27])[CH:18]1[O:19][CH2:20][c:21]1[cH:22][cH:23][cH:24][cH:25][cH:26]1.[CH2:36]1[O:37][CH2:38][CH2:39][CH2:40]1>>[CH2:1]([c:2]1[cH:3][cH:4][cH:5][cH:6][cH:7]1)[O:8][CH:9]1[CH:10]([O:28][C:29]([CH2:30][CH2:31][C:32](=[O:33])[CH3:34])=[O:35])[CH:11]([OH:12])[O:16][CH:17]([CH3:27])[CH:18]1[O:19][CH2:20][c:21]1[cH:22][cH:23][cH:24][cH:25][cH:26]1.